This data is from the Open Reaction Database (ORD), a public repository of structured organic reaction records. The task is: describe an organic reaction: reactants, conditions, products, and yield Reactants: CO, CC1(C)CCc2c(C(=O)O)sc(C=O)c2C1, O=C(O)CC(O)(CC(=O)O)C(=O)O. Product: CC1(C)CCc2c(C(=O)O)sc(CO)c2C1. RXN SMILES: [CH3:17][OH:18].[CH:1](=[O:2])[c:3]1[c:4]2[c:5]([c:6]([C:8](=[O:9])[OH:10])[s:7]1)[CH2:11][CH2:12][C:13]([CH3:15])([CH3:16])[CH2:14]2.[OH:19][C:20]([CH2:21][C:22]([C:23](=[O:24])[OH:25])([CH2:26][C:27](=[O:28])[OH:29])[OH:30])=[O:31]>>[CH2:1]([OH:2])[c:3]1[c:4]2[c:5]([c:6]([C:8](=[O:9])[OH:10])[s:7]1)[CH2:11][CH2:12][C:13]([CH3:15])([CH3:16])[CH2:14]2. The reactants are C(C(=O)O)(=O)O (oxalic acid), ClCCOC1=C2C=CNC2=CC=C1 (1-chloro-2-(4-indolyloxy)ethane), C1=C(C=CC2=CC=CC=C12)C1CCNCC1 (4-(2-naphthyl)piperidine), C([O-])([O-])=O.[K+].[K+] (potassium carbonate). Run in C(C)(=O)OCC (ethyl acetate), C(C)#N (acetonitrile), C(C)(=O)OCC (ethyl acetate). The product is C(C(=O)O)(=O)O.N1C=CC2=C(C=CC=C12)OCCN1CCC(CC1)C1=CC2=CC=CC=C2C=C1 (1-(4-indolyloxy)-2-(4-(2-naphthyl)piperidin-1-yl)ethane ethanedioate). Reaction SMILES: Cl[CH2:2][CH2:3][O:4][C:5]1[CH:13]=[CH:12][CH:11]=[C:10]2[C:6]=1[CH:7]=[CH:8][NH:9]2.[CH:14]1[C:23]2[C:18](=[CH:19][CH:20]=[CH:21][CH:22]=2)[CH:17]=[CH:16][C:15]=1[CH:24]1[CH2:29][CH2:28][NH:27][CH2:26][CH2:25]1.C(=O)([O-])[O-].[K+].[K+].[C:36]([OH:41])(=[O:40])[C:37]([OH:39])=[O:38]>C(#N)C.C(OCC)(=O)C>[C:36]([OH:41])(=[O:40])[C:37]([OH:39])=[O:38].[NH:9]1[C:10]2[C:6](=[C:5]([O:4][CH2:3][CH2:2][N:27]3[CH2:28][CH2:29][CH:24]([C:15]4[CH:16]=[CH:17][C:18]5[C:23](=[CH:22][CH:21]=[CH:20][CH:19]=5)[CH:14]=4)[CH2:25][CH2:26]3)[CH:13]=[CH:12][CH:11]=2)[CH:7]=[CH:8]1 |f:2.3.4,8.9|. Reported procedure: A solution of 1-chloro-2-(4-indolyloxy)ethane, 4-(2-naphthyl)piperidine and 3 equivalents of potassium carbonate in acetonitrile was heated at reflux for 12 h. The mixture was cooled, diluted with ethyl acetate, and the organic layer was separated and washed with brine. The crude residue was purified by silica gel chromatography (dichloromethane/5% methanol in dichloromethane gradient eluent). The resulting free base was dissolved in ethyl acetate and precipitated with one equivalent of oxalic a... RXN SMILES: [NH:1](C(OCC1C=CC=CC=1)=O)[C@H:2]([C:4]([NH:6][C@H:7]([C:17]([NH:19][C@H:20]([C:29]([NH:31][C@H:32]([C:42]([NH:44][C@H:45]([C:52]([O:54][C:55]([CH3:58])([CH3:57])[CH3:56])=[O:53])[CH2:46][O:47][C:48]([CH3:51])([CH3:50])[CH3:49])=[O:43])[CH2:33][CH2:34][C:35](=[O:41])[O:36][C:37]([CH3:40])([CH3:39])[CH3:38])=[O:30])[CH2:21][C:22](=[O:28])[O:23][C:24]([CH3:27])([CH3:26])[CH3:25])=[O:18])[CH2:8][CH2:9][C:10](=[O:16])[O:11][C:12]([CH3:15])([CH3:14])[CH3:13])=[O:5])[CH3:3].[H][H]>[Pd].CO>[NH2:1][C@H:2]([C:4]([NH:6][C@H:7]([C:17]([NH:19][C@H:20]([C:29]([NH:31][C@H:32]([C:42]([NH:44][C@H:45]([C:52]([O:54][C:55]([CH3:56])([CH3:58])[CH3:57])=[O:53])[CH2:46][O:47][C:48]([CH3:51])([CH3:50])[CH3:49])=[O:43])[CH2:33][CH2:34][C:35](=[O:41])[O:36][C:37]([CH3:38])([CH3:39])[CH3:40])=[O:30])[CH2:21][C:22](=[O:28])[O:23][C:24]([CH3:25])([CH3:26])[CH3:27])=[O:18])[CH2:8][CH2:9][C:10](=[O:16])[O:11][C:12]([CH3:15])([CH3:14])[CH3:13])=[O:5])[CH3:3]. The product is N[C@@H](C)C(=O)N[C@@H](CCC(OC(C)(C)C)=O)C(=O)N[C@@H](CC(OC(C)(C)C)=O)C(=O)N[C@@H](CCC(OC(C)(C)C)=O)C(=O)N[C@@H](COC(C)(C)C)C(=O)OC(C)(C)C (H-Ala-Glu(OtBu)-Asp(OtBu)-Glu(OtBu)-Ser(tBu)-OtBu). The solvent is CO (methanol). The reactants are [H][H] (hydrogen), N([C@@H](C)C(=O)N[C@@H](CCC(OC(C)(C)C)=O)C(=O)N[C@@H](CC(OC(C)(C)C)=O)C(=O)N[C@@H](CCC(OC(C)(C)C)=O)C(=O)N[C@@H](COC(C)(C)C)C(=O)OC(C)(C)C)C(=O)OCC1=CC=CC=C1 (Z-Ala-Glu(OtBu)-Asp(OtBu)-Glu(OtBu)-Ser(tBu)-OtBu). The reagents and catalysts are [Pd] (palladium-on-carbon). Reported procedure: 6.61 g. (6.85 mmoles) of Z-27-31-OtBu are dissolved in 150 ml. of methanol with gentle heating. The solution is cooled to room temperature; 1 g. of palladium-on-carbon is added to it, and gaseous hydrogen is bubbled into the mixture for 0.5 hours. The catalyst is removed by filtration, the filtrate is evaporated to dryness, the solid residue is triturated with n-hexane; and the mixture is filtered. 5.55 g. (97.6 %) of H-27-31-OtBu are obtained. M.p.: 138°-142° C, Rf2 = 0.15. Yield: 97.6%. Starting materials: C1(=CC=CC=C1)P(Cl)Cl (phenyldichlorophosphine), solution, C1(=CC=CC=C1)[Mg]Br (phenylmagnesium bromide), C(C(C)C)[Mg]I (isobutylmagnesium iodide). Solvent: CCOCC (ether), CCOCC (ether), CCOCC (ether). Conditions: temperature -25 celsius, time 15 minute. Product: C(C(C)C)P(C1=CC=CC=C1)C1=CC=CC=C1 (isobutyldiphenylphosphine). RXN SMILES: [CH2:1]([Mg]I)[CH:2]([CH3:4])[CH3:3].[C:7]1([P:13](Cl)Cl)[CH:12]=[CH:11][CH:10]=[CH:9][CH:8]=1.[C:16]1([Mg]Br)[CH:21]=[CH:20][CH:19]=[CH:18][CH:17]=1>CCOCC>[CH2:1]([P:13]([C:16]1[CH:21]=[CH:20][CH:19]=[CH:18][CH:17]=1)[C:7]1[CH:12]=[CH:11][CH:10]=[CH:9][CH:8]=1)[CH:2]([CH3:4])[CH3:3]. Procedure: 265 ml of a 1.8 Molar titrated solution of 477 mmoles of isobutylmagnesium iodide in ether was added dropwise to a stirred solution of 85.35 g (476.8 mmoles) of phenyldichlorophosphine in 750 ml of anhydrous ether, maintained at -25° C. under an inert atmosphere. After stirring for 15 minutes at a temperature of -25° C., the reaction mixture was allowed to gradually warm to a temperature of 0° C. 308 ml of a 2.01 Molar solution of 620 mmoles of phenylmagnesium bromide in ether was added dropwise...